Dataset: the Open Reaction Database (ORD), a public repository of structured organic reaction records. Task: describe an organic reaction: reactants, conditions, products, and yield Reactants: NC(=CC(=O)OCC)CCC1=CC=C(C=C1)F (Ethyl 3-amino-5-(4-fluorophenyl)-2-pentenoate), C(=O)C1=CC=C(C(=O)NCC=2C=NC=CC2)C=C1 (4-Formyl-N-pyridin-3-ylmethyl-benzamide), N=C(CC(=O)N)CC(C)C (3-Imino-5-methyl-hexanoic acid amide). The solvent is CCO (EtOH). Run at temperature 120 celsius, time 8 hour. Product: C(C)OC(=O)C1=C(NC(=C(C1C1=CC=C(C=C1)C(NCC=1C=NC=CC1)=O)C(N)=O)CC(C)C)CCC1=CC=C(C=C1)F (5-Carbamoyl-2-[2-(4-fluoro-phenyl)-ethyl]-6-isobutyl-4-{4-[(pyridin-3-ylmethyl)-carbamoyl]-phenyl}-1,4-dihydro-pyridine-3-carboxylic acid ethyl ester). As a reaction SMILES: [NH2:1][C:2]([CH2:9][CH2:10][C:11]1[CH:16]=[CH:15][C:14]([F:17])=[CH:13][CH:12]=1)=[CH:3][C:4]([O:6][CH2:7][CH3:8])=[O:5].[CH:18]([C:20]1[CH:35]=[CH:34][C:23]([C:24]([NH:26][CH2:27][C:28]2[CH:29]=[N:30][CH:31]=[CH:32][CH:33]=2)=[O:25])=[CH:22][CH:21]=1)=O.N=[C:37]([CH2:42][CH:43]([CH3:45])[CH3:44])[CH2:38][C:39]([NH2:41])=[O:40]>CCO>[CH2:7]([O:6][C:4]([C:3]1[CH:18]([C:20]2[CH:35]=[CH:34][C:23]([C:24](=[O:25])[NH:26][CH2:27][C:28]3[CH:29]=[N:30][CH:31]=[CH:32][CH:33]=3)=[CH:22][CH:21]=2)[C:38]([C:39](=[O:40])[NH2:41])=[C:37]([CH2:42][CH:43]([CH3:45])[CH3:44])[NH:1][C:2]=1[CH2:9][CH2:10][C:11]1[CH:12]=[CH:13][C:14]([F:17])=[CH:15][CH:16]=1)=[O:5])[CH3:8]. Reported procedure: Ethyl 3-amino-5-(4-fluorophenyl)-2-pentenoate 4 (119 mg, 0.5 mmol), 4-formyl-N-pyridin-3-ylmethyl-benzamide 8 (120 mg, 0.5 mmol) and 3-Imino-5-methyl-hexanoic acid amide 11 (92 mg, 0.65 mmol) were dissolved in EtOH (4 mL). The reaction was stirred at 120° C. overnight. The crude reaction mixture was purified via reverse phase LC/MS to yield, 29 mg of target material. The compound was characterized by NMR and LC/MS. 1H NMR (500 MHz, CDCl3): δ 8.79 (s, 1H), 8.51 (d, J=4.7 Hz, 1H), 8.29 (d, J=7.9 H... Starting materials: NC=1C=CC(=C(C(=O)OC(C)C)C1)C (1-methylethyl 5-amino-2-methylbenzoate), C(=O)(Cl)Cl (phosgene). Run in C(C)(=O)OCC (ethyl acetate), C(C)(=O)OCC (ethyl acetate). Reaction conditions: time 30 minute. Product: N(=C=O)C=1C=CC(=C(C(=O)OC(C)C)C1)C (1-methylethyl 5-isocyanato-2-methylbenzoate). Reaction SMILES: [NH2:1][C:2]1[CH:3]=[CH:4][C:5]([CH3:14])=[C:6]([CH:13]=1)[C:7]([O:9][CH:10]([CH3:12])[CH3:11])=[O:8].[C:15](Cl)(Cl)=[O:16]>C(OCC)(=O)C>[N:1]([C:2]1[CH:3]=[CH:4][C:5]([CH3:14])=[C:6]([CH:13]=1)[C:7]([O:9][CH:10]([CH3:11])[CH3:12])=[O:8])=[C:15]=[O:16]. Procedure: 2-methyl-5-nitrobenzoic acid (52 g., 0.28 mol) is added in portions to thionyl chloride (30 ml) and slowly brought to reflux and held for 8 hours. Excess thionyl chloride was removed followed by addition of isopropyl alcohol (50 ml) and heating for 2 hours. Removal of excess alcohol gave crude ester which was reduced by adding dropwise to a mixture of iron powder (200 mesh, 56 g.), ethanol (160 ml), water (37 ml) and concentrated hydrochloric acid (4 ml) at 70° C. Stirring was employed. After th... Reactants: O=C1N=C(SC2=C1C=CC=C2)C2=NC=CC(=C2)/C=C/C(=O)OC(C)(C)C (tert-Butyl (E)-3-[2-(4-oxo-4H-1,3-benzothiazin-2-yl)-4-pyridyl]acrylate), C(C)(C)OC(C)C (Isopropyl ether). Run in FC(C(=O)O)(F)F (trifluoroacetic acid). Conditions: time 2.5 hour. The product is O=C1N=C(SC2=C1C=CC=C2)C2=NC=CC(=C2)/C=C/C(=O)O ((E)-3-[2-(4-Oxo-4H-1,3-benzothiazin-2-yl)-4-pyridyl]acrylic acid). The yield is 64.4%. Reaction SMILES: [O:1]=[C:2]1[C:7]2[CH:8]=[CH:9][CH:10]=[CH:11][C:6]=2[S:5][C:4]([C:12]2[CH:17]=[C:16](/[CH:18]=[CH:19]/[C:20]([O:22]C(C)(C)C)=[O:21])[CH:15]=[CH:14][N:13]=2)=[N:3]1.C(OC(C)C)(C)C>FC(F)(F)C(O)=O>[O:1]=[C:2]1[C:7]2[CH:8]=[CH:9][CH:10]=[CH:11][C:6]=2[S:5][C:4]([C:12]2[CH:17]=[C:16](/[CH:18]=[CH:19]/[C:20]([OH:22])=[O:21])[CH:15]=[CH:14][N:13]=2)=[N:3]1. Reported procedure: tert-Butyl (E)-3-[2-(4-oxo-4H-1,3-benzothiazin-2-yl)-4-pyridyl]acrylate (0.14 g, 0.44 mmol) was dissolved in trifluoroacetic acid (2.0 ml), and the mixture was stirred at room temperature for 2.5 hrs. Isopropyl ether was added to the reaction mixture to precipitate crystals, which were collected by filtration and recrystallized from tetrahydrofuran-ethanol to give the titled compound (0.088 g, 64%) as white crystals. Starting materials: C(C1CO1)OC1=CC=C(C=C1)Cl (4-chlorophenyl glycidyl ether), N1CCC(CC1)CNC(=O)N1C(N(C2=C1C=CC=C2)C)=O (3-methyl-2-oxo-2,3-dihydro-benzimidazole-1-carboxylic acid (piperidin-4-ylmethyl)-amide). Product: N1CCC(CC1)CNC(=O)N1C(N(C2=C1C=CC=C2)C(C)C)=O (3-isopropyl-2-oxo-2,3-dihydro-benzimidazole-1-carboxylic acid (piperidin-4-ylmethyl)-amide), O1CC1COC1=CC=CC=C1 (1,2-epoxy-3-phenoxypropane), title compound. RXN SMILES: [NH:1]1[CH2:6][CH2:5][CH:4]([CH2:7][NH:8][C:9]([N:11]2[C:15]3C=CC=[CH:19][C:14]=3[N:13](C)[C:12]2=[O:21])=[O:10])[CH2:3][CH2:2]1.[CH2:22]([O:26][C:27]1[CH:32]=[CH:31][C:30](Cl)=[CH:29][CH:28]=1)[CH:23]1[O:25][CH2:24]1>>[NH:1]1[CH2:6][CH2:5][CH:4]([CH2:7][NH:8][C:9]([N:11]2[C:32]3[CH:31]=[CH:30][CH:29]=[CH:28][C:27]=3[N:13]([CH:14]([CH3:15])[CH3:19])[C:12]2=[O:21])=[O:10])[CH2:3][CH2:2]1.[O:25]1[CH:23]([CH2:22][O:26][C:27]2[CH:28]=[CH:29][CH:30]=[CH:31][CH:32]=2)[CH2:24]1. Procedure details: The procedure given in Example 104 was followed using 3-methyl-2-oxo-2,3-dihydro-benzimidazole-1-carboxylic acid (piperidin-4-ylmethyl)-amide and 4-chlorophenyl glycidyl ether as a reactant, instead of 3-isopropyl-2-oxo-2,3-dihydro-benzimidazole-1-carboxylic acid (piperidin-4-ylmethyl)-amide and 1,2-epoxy-3-phenoxypropane, to give the title compound.